Dataset: the Open Reaction Database (ORD), a public repository of structured organic reaction records. Task: describe an organic reaction: reactants, conditions, products, and yield Reactants: CC1(C)Cc2cc(O)c3c(c2C(c2ccccc2)=N1)CC(C)(C)O3, CNC, CCO, C1CCOC1. Yields the product CN(C)Cc1c(O)c2c(c3c1CC(C)(C)N=C3c1ccccc1)CC(C)(C)O2. Reaction SMILES: [CH3:1][C:2]1([CH3:24])[N:3]=[C:4]([c:18]2[cH:19][cH:20][cH:21][cH:22][cH:23]2)[c:5]2[c:6]3[c:7]([c:8]([OH:12])[cH:9][c:10]2[CH2:11]1)[O:13][C:14]([CH3:16])([CH3:17])[CH2:15]3.[CH3:30][NH:31][CH3:32].[CH3:33][CH2:34][OH:35].[O:25]1[CH2:26][CH2:29][CH2:28][CH2:27]1>>[CH3:1][C:2]1([CH3:24])[N:3]=[C:4]([c:18]2[cH:19][cH:20][cH:21][cH:22][cH:23]2)[c:5]2[c:6]3[c:7]([c:8]([OH:12])[c:9]([CH2:26][N:31]([CH3:30])[CH3:32])[c:10]2[CH2:11]1)[O:13][C:14]([CH3:16])([CH3:17])[CH2:15]3. Reactants: N[C@H]1[C@H]2S[C@](CN2C1=O)(C(=O)O)N1C(N(CC1)N=CC1=CC=CC=C1)=O ((3R,5R,6R)-6-amino-3-(3-benzylideneamino-2-oxoimidazolidin-1-yl)-3-carboxy-7-oxo-4-thia-1-azabicyclo[3.2.0]heptane), O.N (ammonia water), Cl.[N+](=O)([O-])C1=C(C=CC(=C1)[N+](=O)[O-])NN (2,4-dinitrophenylhydrazine hydrochloride), O (water). Solvent: CO (methanol). Reaction conditions: time 3 hour. Yields the product N[C@H]1[C@H]2S[C@@](CN2C1=O)(N1C(N(CC1)NC(=O)N)=O)C(=O)O ((3R,5R,6R)-6-amino-3-carboxy-7-oxo-3-(2-oxo-3-ureidoimidazolidin-1-yl)-4-thia-1-azabicyclo[3.2.0]heptane). The yield is 66.0%. As a reaction SMILES: [NH2:1][C@@H:2]1[C:8](=[O:9])[N:7]2[C@@H:3]1[S:4][C@@:5]([N:13]1[CH2:17][CH2:16][N:15]([N:18]=[CH:19]C3C=CC=CC=3)[C:14]1=[O:26])([C:10]([OH:12])=[O:11])[CH2:6]2.Cl.[N+](C1C=C([N+]([O-])=O)C=CC=1NN)([O-])=O.[OH2:42].O.[NH3:44]>CO>[NH2:1][C@@H:2]1[C:8](=[O:9])[N:7]2[C@@H:3]1[S:4][C@:5]([C:10]([OH:12])=[O:11])([N:13]1[CH2:17][CH2:16][N:15]([NH:18][C:19]([NH2:44])=[O:42])[C:14]1=[O:26])[CH2:6]2 |f:1.2,4.5|. Procedure details: In 150 ml of methanol was suspended 10.0 g of (3R,5R,6R)-6-amino-3-(3-benzylideneamino-2-oxoimidazolidin-1-yl)-3-carboxy-7-oxo-4-thia-1-azabicyclo[3.2.0]heptane. Thereto was added 9.2 g of 2,4-dinitrophenylhydrazine hydrochloride at 20°-25° C. The mixture was stirred at the same temperature for 3 hours. 100 ml of water was added to the reaction mixture. The mixture was adjusted to pH 8.0 with concentrated ammonia water. The resulting crystals were removed by filtration. To the filtrate was slowl... As a reaction SMILES: [C:1]([O:5][CH2:6][CH2:7][O:8][CH2:9][CH2:10][O:11][CH2:12][CH2:13][S:14]([CH2:17][CH2:18][C:19]([NH:22]C(=O)OCC1C=CC=CC=1)([CH3:21])[CH3:20])(=[O:16])=[O:15])([CH3:4])([CH3:3])[CH3:2]>CO.[Pd]>[C:1]([O:5][CH2:6][CH2:7][O:8][CH2:9][CH2:10][O:11][CH2:12][CH2:13][S:14]([CH2:17][CH2:18][C:19]([CH3:21])([NH2:22])[CH3:20])(=[O:16])=[O:15])([CH3:4])([CH3:3])[CH3:2]. Reported procedure: A solution of benzyl 4-(2-(2-(2-tert-butoxyethoxy)ethoxy)ethylsulfonyl)-2-methylbutan-2-ylcarbamate (79.5 mg, 0.168 mmol) in MeOH (2 ml) was put under a N2 atmosphere and 10% Pd/C (30 mg) was added. A H2 atmosphere (1.3 atm) was added, and the slurry stirred for 2 h. The suspension was filtered (0.45 um PTFE) and the solution concentrated in vacuo. The residue was used without further purification. LRMS (ESI/APCI): 340 [M+H]+. Reagents/catalysts: [Pd] (Pd/C). Reactants: C(C)(C)(C)OCCOCCOCCS(=O)(=O)CCC(C)(C)NC(OCC1=CC=CC=C1)=O (benzyl 4-(2-(2-(2-tert-butoxyethoxy)ethoxy)ethylsulfonyl)-2-methylbutan-2-ylcarbamate). Reaction conditions: time 2 hour. Yields the product C(C)(C)(C)OCCOCCOCCS(=O)(=O)CCC(C)(N)C (4-(2-(2-(2-tert-Butoxyethoxy)ethoxy)ethylsulfonyl)-2-methylbutan-2-amine). Run in CO (MeOH). Starting materials: COC(=O)C#CC(=O)OC (acetylenedicarboxylic acid dimethyl ester), C(C)(C)(C)OC(=O)N1C=CC=C1 (N-(tert-butyloxycarbonyl)-1H-pyrrole). Conditions: temperature 120 celsius. The product is CC(C)(C)OC(=O)N1C2C(=C(C1C=C2)C(=O)OC)C(=O)OC (7-Azabicyclo[2.2.1]hepta-2,5-diene-2,3,7-tricarboxylic acid 2,3-dimethyl 7-(1,1-dimethylethyl)ester). Yield: 50.0%. RXN SMILES: [CH3:1][O:2][C:3]([C:5]#[C:6][C:7]([O:9][CH3:10])=[O:8])=[O:4].[C:11]([O:15][C:16]([N:18]1[CH:22]=[CH:21][CH:20]=[CH:19]1)=[O:17])([CH3:14])([CH3:13])[CH3:12]>>[CH3:14][C:11]([O:15][C:16]([N:18]1[CH:19]2[CH:20]=[CH:21][CH:22]1[C:6]([C:7]([O:9][CH3:10])=[O:8])=[C:5]2[C:3]([O:2][CH3:1])=[O:4])=[O:17])([CH3:12])[CH3:13]. Reported procedure: Freshly distilled acetylenedicarboxylic acid dimethyl ester (6.7 mL, 54 mmol) and N-(tert-butyloxycarbonyl)-1H-pyrrole (9.0 mL, 54 mmol) were combined and heated at 120° C. for 3 h. Purification by flash chromatography on SiO2 eluting with EtOAc/CH2Cl2 gave 8.3 g (27 mmol, 50%) of compound 31A as a yellow solid. Starting materials: N1(CCCCC1)CCCCC(=O)C1=CC=2CC3=CC(=CC=C3C2C=C1)C(CCCCN1CCCCC1)=O (2,7-bis(5-piperidinovaleryl)fluorene), Cl (HCl). Solvent: CCOCC (ether). Yields the product Cl.Cl.N1(CCCCC1)CCCCC(=O)C1=CC=2CC3=CC(=CC=C3C2C=C1)C(CCCCN1CCCCC1)=O (2,7-Bis(5-piperidinovaleryl)fluorene Dihydrochloride). Reaction SMILES: [N:1]1([CH2:7][CH2:8][CH2:9][CH2:10][C:11]([C:13]2[CH:25]=[CH:24][C:23]3[C:22]4[C:17](=[CH:18][C:19]([C:26](=[O:37])[CH2:27][CH2:28][CH2:29][CH2:30][N:31]5[CH2:36][CH2:35][CH2:34][CH2:33][CH2:32]5)=[CH:20][CH:21]=4)[CH2:16][C:15]=3[CH:14]=2)=[O:12])[CH2:6][CH2:5][CH2:4][CH2:3][CH2:2]1.[ClH:38]>CCOCC>[ClH:38].[ClH:38].[N:1]1([CH2:7][CH2:8][CH2:9][CH2:10][C:11]([C:13]2[CH:25]=[CH:24][C:23]3[C:22]4[C:17](=[CH:18][C:19]([C:26](=[O:37])[CH2:27][CH2:28][CH2:29][CH2:30][N:31]5[CH2:36][CH2:35][CH2:34][CH2:33][CH2:32]5)=[CH:20][CH:21]=4)[CH2:16][C:15]=3[CH:14]=2)=[O:12])[CH2:6][CH2:5][CH2:4][CH2:3][CH2:2]1 |f:3.4.5|. Procedure: By the procedure of Example 11, 2,7-bis(5-piperidinovaleryl)fluorene was prepared and dissolved in ether then treated with ethereal HCl to give the desired product which was recrystallized twice from methanolethyl acetate. M.P. 268°-270° C, λmaxEtOH 324, Elcm1% 577.8.